Dataset: the Open Reaction Database (ORD), a public repository of structured organic reaction records. Task: describe an organic reaction: reactants, conditions, products, and yield Reactants: oil, C(C(=O)O)(=O)O (oxalic acid), [Cl-].[Al+3].[Cl-].[Cl-] (aluminum chloride), C(C)OC(=O)C1CN(CC1)CC1=CC=CC=C1 (ethyl-N-benzyl-3-pyrrolidine carboxylate), FC1=CC(=CC=C1)F (1,3-difluorobenzene), S(=O)(Cl)Cl (thionyl chloride). Run in C(C)O (ethanol), C(C)O (ethanol), CCOCC (ether), Cl (HCl). Run at temperature 55 celsius. The product is C(C(=O)O)(=O)O.FC1=C(C=CC(=C1)F)C(=O)C1CN(CC1)CC1=CC=CC=C1 ((2,4-difluorophenyl)[1-(phenylmethyl)-3-pyrrolidinyl]methanone oxalate). Yield: 57.4%. RXN SMILES: C(O[C:4]([CH:6]1[CH2:10][CH2:9][N:8]([CH2:11][C:12]2[CH:17]=[CH:16][CH:15]=[CH:14][CH:13]=2)[CH2:7]1)=[O:5])C.S(Cl)(Cl)=O.[F:22][C:23]1[CH:28]=[CH:27][CH:26]=[C:25]([F:29])[CH:24]=1.[Cl-].[Al+3].[Cl-].[Cl-].[C:34]([OH:39])(=[O:38])[C:35]([OH:37])=[O:36]>Cl.C(O)C.CCOCC>[C:34]([OH:39])(=[O:38])[C:35]([OH:37])=[O:36].[F:22][C:23]1[CH:24]=[C:25]([F:29])[CH:26]=[CH:27][C:28]=1[C:4]([CH:6]1[CH2:10][CH2:9][N:8]([CH2:11][C:12]2[CH:13]=[CH:14][CH:15]=[CH:16][CH:17]=2)[CH2:7]1)=[O:5] |f:3.4.5.6,11.12|. Procedure: In a 1 liter round bottom flask, a solution of ethyl-N-benzyl-3-pyrrolidine carboxylate (21.8 g, 11.7 mmol) in 140 ml of 6N HCl was heated at reflux for 2.5 hours. The solution was cooled and the solvent was removed to dryness with a vacuum pump. The residue was then treated with thionyl chloride (100 ml) for 16 hours at room temperature. After the reaction, the excess thionyl chloride was vacuum stripped to dryness (60° C., 4 hours). To the residue in the flask was added 1,3-difluorobenzene (30... Yields the product FC(C(/C=C/C1=CC=C(C=C1)S(=O)(=O)C1=CC=NC=C1)(C)O)(F)F (4,4,4-Trifluoro-3-hydroxy-3-methyl-1-[4-(pyrid-4-ylsulfonyl)phenyl]-trans-but-1-ene). Reactants: O (water), [OH-].[Na+] (sodium hydroxide), O (water), FC(C(C#CC1=CC=C(C=C1)S(=O)(=O)C1=CC=NC=C1)(C)O)(F)F (4,4,4-trifluoro-3-hydroxy-3-methyl-1-[4-(pyrid-4-ylsulfonyl)phenyl]but-1-yne), [H-].[Al+3].[Li+].[H-].[H-].[H-] (lithium aluminum hydride). Isolated yield 18.7%. Procedure: To a solution of 4,4,4-trifluoro-3-hydroxy-3-methyl-1-[4-(pyrid-4-ylsulfonyl)phenyl]but-1-yne (0.32 g, 0.90 mmol) in dry tetrahydrofuran (5 mL) was added lithium aluminum hydride (44.4 mg, 1.17 mmol) portionwise over 1 minute and the suspension was stirred for 1 hour. The crude reaction mixture was treated sequentially with water (0.4 mL), 2N sodium hydroxide (0.4 mL), and water (1 mL). This mixture was stirred for 10 minutes, filtered through diatomaceous earth with ethyl acetate. The combined ... Run in O1CCCC1 (tetrahydrofuran). Run at time 1 hour. RXN SMILES: [F:1][C:2]([F:24])([F:23])[C:3]([OH:22])([CH3:21])[C:4]#[C:5][C:6]1[CH:11]=[CH:10][C:9]([S:12]([C:15]2[CH:20]=[CH:19][N:18]=[CH:17][CH:16]=2)(=[O:14])=[O:13])=[CH:8][CH:7]=1.[H-].[Al+3].[Li+].[H-].[H-].[H-].O.[OH-].[Na+]>O1CCCC1>[F:24][C:2]([F:1])([F:23])[C:3]([OH:22])([CH3:21])/[CH:4]=[CH:5]/[C:6]1[CH:7]=[CH:8][C:9]([S:12]([C:15]2[CH:20]=[CH:19][N:18]=[CH:17][CH:16]=2)(=[O:13])=[O:14])=[CH:10][CH:11]=1 |f:1.2.3.4.5.6,8.9|. Starting materials: ClCCl.[OH-].[Na+] (dichloromethane sodium hydroxide), Cl.COC=1C=C(C=CC1)\C(\C(CN(C)C)C)=C\C ((E)-(RS)-[3-(3-methoxy-phenyl)-2-methyl-pent-3-enyl]-dimethylamine hydrochloride). Product: Cl.CN(CC(C)/C(=C\C)/C=1C=C(C=CC1)O)C ((E)-(RS)-3-[1-(2-dimethylamino-1-methyl-ethyl)-propenyl]-phenol hydrochloride). Yield: 73.0%. Reaction SMILES: [Cl:1]CCl.[OH-].[Na+].Cl.C[O:8][C:9]1[CH:10]=[C:11](/[C:15](=[CH:22]/[CH3:23])/[CH:16]([CH3:21])[CH2:17][N:18]([CH3:20])[CH3:19])[CH:12]=[CH:13][CH:14]=1>>[ClH:1].[CH3:20][N:18]([CH3:19])[CH2:17][CH:16](/[C:15](/[C:11]1[CH:10]=[C:9]([OH:8])[CH:14]=[CH:13][CH:12]=1)=[CH:22]\[CH3:23])[CH3:21] |f:0.1.2,3.4,5.6|. Procedure details: The base was released with dichloromethane/sodium hydroxide solution from (5), which was prepared according to Example 5, and after drying the solution dichloromethane was removed by distillation. Hydrochloride (6), which had a melting point of 80° C., was obtained in a yield of 73% theoretical from the base obtained, under the conditions given in Example 2. The reactants are C1(=CC=CC=C1)S(=O)(=O)N[C@H](C(=O)OC)CC1=CC=C(C=C1)OC1CCN(CC1)C(=O)OCC1=CC=CC=C1 (methyl (2S)-2-(benzenesulfonylamino)-3-[4-[1-(benzyloxycarbonyl)-4-piperidyloxy]phenyl]propionate), [OH-].[Na+] (sodium hydroxide), Cl.Cl.NC=1C=C(C(=N)N)C=CC1 (3-aminobenzamidine dihydrochloride), CCN=C=NCCCN(C)C (WSC). Run in CO (methanol), O1CCCC1 (tetrahydrofuran), N1=CC=CC=C1 (pyridine). Run at temperature 50 celsius, time 8 hour. Yields the product C(N)(=N)C=1C=C(C=CC1)NC([C@H](CC1=CC=C(C=C1)OC1CCN(CC1)C(=O)OCC1=CC=CC=C1)NS(=O)(=O)C1=CC=CC=C1)=O ((2S)—N-(3-amidinophenyl)-2-(benzenesulfonylamino)-3-[4-[1-(benzyloxycarbonyl)-4-piperidyloxy]phenyl]propionamide). As a reaction SMILES: [C:1]1([S:7]([NH:10][C@@H:11]([CH2:16][C:17]2[CH:22]=[CH:21][C:20]([O:23][CH:24]3[CH2:29][CH2:28][N:27]([C:30]([O:32][CH2:33][C:34]4[CH:39]=[CH:38][CH:37]=[CH:36][CH:35]=4)=[O:31])[CH2:26][CH2:25]3)=[CH:19][CH:18]=2)[C:12]([O:14]C)=O)(=[O:9])=[O:8])[CH:6]=[CH:5][CH:4]=[CH:3][CH:2]=1.[OH-].[Na+].Cl.Cl.[NH2:44][C:45]1[CH:46]=[C:47]([CH:51]=[CH:52][CH:53]=1)[C:48]([NH2:50])=[NH:49].CCN=C=NCCCN(C)C>CO.O1CCCC1.N1C=CC=CC=1>[C:48]([C:47]1[CH:46]=[C:45]([NH:44][C:12](=[O:14])[C@@H:11]([NH:10][S:7]([C:1]2[CH:2]=[CH:3][CH:4]=[CH:5][CH:6]=2)(=[O:9])=[O:8])[CH2:16][C:17]2[CH:18]=[CH:19][C:20]([O:23][CH:24]3[CH2:29][CH2:28][N:27]([C:30]([O:32][CH2:33][C:34]4[CH:35]=[CH:36][CH:37]=[CH:38][CH:39]=4)=[O:31])[CH2:26][CH2:25]3)=[CH:21][CH:22]=2)[CH:53]=[CH:52][CH:51]=1)(=[NH:49])[NH2:50] |f:1.2,3.4.5|. Reported procedure: 1.75 g (3.26 mmol) of methyl (2S)-2-(benzenesulfonylamino)-3-[4-[1-(benzyloxycarbonyl)-4-piperidyloxy]phenyl]propionate was dissolved in a mixed solvent of 10 ml of methanol and 10 ml of tetrahydrofuran. 6.52 ml (6.52 mmol) of 1 N aqueous sodium hydroxide solution was added to the solution, and they were stirred at 50° C. overnight. The reaction mixture was washed with ether and then made acidic with concentrated hydrochloric acid. After the isolation process with dichloromethane as the extracta... Starting materials: Cl.C1(=CC=CC=C1)C1(CC[C@@]([C@@H]2CNC[C@H]12)(O)C1=C(C=CC=C1)C)C1=CC=CC=C1 ((3aS,4S,7aS)-7,7-diphenyl-4-(2-methylphenyl)perhydroisoindol- 4-ol hydrochloride), C1(=CC=CC=C1)CC(=O)Cl (phenylacetyl chloride). The product is C1(=CC=CC=C1)C1(CC[C@@]([C@@H]2CNC([C@H]12)C(CC1=CC=CC=C1)=O)(O)C1=C(C=CC=C1)C)C1=CC=CC=C1 ((3aS,4S,7aS)-7,7-diphenyl-4-(2-methylphenyl)-2-phenylacetylperhydroisoindol-4-ol). RXN SMILES: Cl.[C:2]1([C:8]2([C:25]3[CH:30]=[CH:29][CH:28]=[CH:27][CH:26]=3)[C@@H:16]3[C@@H:12]([CH2:13][NH:14][CH2:15]3)[C@@:11]([C:18]3[CH:23]=[CH:22][CH:21]=[CH:20][C:19]=3[CH3:24])([OH:17])[CH2:10][CH2:9]2)[CH:7]=[CH:6][CH:5]=[CH:4][CH:3]=1.[C:31]1([CH2:37][C:38](Cl)=[O:39])[CH:36]=[CH:35][CH:34]=[CH:33][CH:32]=1>>[C:25]1([C:8]2([C:2]3[CH:7]=[CH:6][CH:5]=[CH:4][CH:3]=3)[C@@H:16]3[C@@H:12]([CH2:13][NH:14][CH:15]3[C:38](=[O:39])[CH2:37][C:31]3[CH:36]=[CH:35][CH:34]=[CH:33][CH:32]=3)[C@@:11]([C:18]3[CH:23]=[CH:22][CH:21]=[CH:20][C:19]=3[CH3:24])([OH:17])[CH2:10][CH2:9]2)[CH:30]=[CH:29][CH:28]=[CH:27][CH:26]=1 |f:0.1|. Procedure: By working in accordance with the operating method of Example 22 below, starting from 0.68 g of (3aS,4S,7aS)-7,7-diphenyl-4-(2-methylphenyl)perhydroisoindol- 4-ol hydrochloride and 0.28 cm3 of phenylacetyl chloride, 0.4 g of (3aS,4S,7aS)-7,7-diphenyl-4-(2-methylphenyl)-2-phenylacetylperhydroisoindol-4-ol is obtained in the form of white crystals which melt at 208° C. Reactants: C(C)(C)(C)OC(N(C)CCC1=CC(=C(C=C1)F)OC)=O ([2-(4-fluoro-3-methoxyphenyl)ethyl]methylcarbamic acid t-butyl ester), Cl.C(C)(=O)OCC (hydrochloric acid ethyl acetate). Solvent: C(C)OCC (diethyl ether), C(C)(=O)OCC (ethyl acetate). Conditions: time 2.5 hour. Yields the product Cl.FC1=C(C=C(C=C1)CCNC)OC ([2-(4-Fluoro-3-methoxyphenyl)ethyl]methylamine hydrochloride). Reaction SMILES: C(O[C:6](=O)[N:7]([CH2:9][CH2:10][C:11]1[CH:16]=[CH:15][C:14]([F:17])=[C:13]([O:18][CH3:19])[CH:12]=1)C)(C)(C)C.[ClH:21].C(OCC)(=O)C>C(OCC)(=O)C.C(OCC)C>[ClH:21].[F:17][C:14]1[CH:15]=[CH:16][C:11]([CH2:10][CH2:9][NH:7][CH3:6])=[CH:12][C:13]=1[O:18][CH3:19] |f:1.2,5.6|. Procedure details: To a solution of [2-(4-fluoro-3-methoxyphenyl)ethyl]methylcarbamic acid t-butyl ester (506 mg) in ethyl acetate (2 mL) was added a solution of 4N hydrochloric acid-ethyl acetate (2 mL) at room temperature and allowed to stand for 2.5 hours. The resulting solid was diluted with diethyl ether, then filtered, and washed with diethyl ether. After drying by aeration, the title compound (338 mg) was obtained as a colorless solid. Starting materials: [Br-], O=C([O-])[O-], CCCN(C)c1cc(C(=O)OC)cc(NS(C)(=O)=O)n1, CCCC[N+](CCCC)(CCCC)CCCC, CCOC(C)=O, CI, [K+], [K+], CN(C)C=O. Product: CCCN(C)c1cc(C(=O)OC)cc(N(C)S(C)(=O)=O)n1. As a reaction SMILES: [Br-:34].[C:23](=[O:24])([O-:25])[O-:26].[CH3:1][O:2][C:3]([c:4]1[cH:5][c:6]([NH:15][S:16](=[O:17])(=[O:18])[CH3:19])[n:7][c:8]([N:10]([CH2:11][CH2:12][CH3:13])[CH3:14])[cH:9]1)=[O:20].[CH3:35][CH2:36][CH2:37][CH2:38][N+:39]([CH2:40][CH2:41][CH2:42][CH3:43])([CH2:44][CH2:45][CH2:46][CH3:47])[CH2:48][CH2:49][CH2:50][CH3:51].[CH3:52][CH2:53][O:54][C:55](=[O:56])[CH3:57].[I:21][CH3:22].[K+:27].[K+:28].[O:29]=[CH:30][N:31]([CH3:32])[CH3:33]>>[CH3:1][O:2][C:3]([c:4]1[cH:5][c:6]([N:15]([S:16](=[O:17])(=[O:18])[CH3:19])[CH3:23])[n:7][c:8]([N:10]([CH2:11][CH2:12][CH3:13])[CH3:14])[cH:9]1)=[O:20]. Reactants: CC(CC=Cc1ccc(Cl)c(Cl)c1)N(C)C(=O)OC(C)(C)C, COc1ccccc1, O=C(O)C(F)(F)F. Product: CNC(C)CC=Cc1ccc(Cl)c(Cl)c1. As a reaction SMILES: [CH3:1][N:2]([CH:3]([CH3:4])[CH2:5][CH:6]=[CH:7][c:8]1[cH:9][c:10]([Cl:15])[c:11]([Cl:14])[cH:12][cH:13]1)[C:16]([O:17][C:18]([CH3:19])([CH3:20])[CH3:21])=[O:22].[CH3:30][O:31][c:32]1[cH:33][cH:34][cH:35][cH:36][cH:37]1.[OH:23][C:24]([C:25]([F:26])([F:27])[F:28])=[O:29]>>[CH3:1][NH:2][CH:3]([CH3:4])[CH2:5][CH:6]=[CH:7][c:8]1[cH:9][c:10]([Cl:15])[c:11]([Cl:14])[cH:12][cH:13]1. The reactants are FC1=C(C=CC(=C1)[N+](=O)[O-])N1CC2(OCCO2)CC1 (7-(2-fluoro-4-nitro-phenyl)-1,4-dioxa-7-aza-spiro[4.4]nonane). Reagents/catalysts: [Pd] (Pd/C). The product is O1CCOC12CN(CC2)C2=C(C=C(C=C2)N)F (4-(1,4-Dioxa-7-aza-spiro[4.4]non-7-yl)-3-fluorophenylamine). Reaction SMILES: [F:1][C:2]1[CH:7]=[C:6]([N+:8]([O-])=O)[CH:5]=[CH:4][C:3]=1[N:11]1[CH2:19][CH2:18][C:13]2([O:17][CH2:16][CH2:15][O:14]2)[CH2:12]1>[Pd]>[O:14]1[C:13]2([CH2:18][CH2:19][N:11]([C:3]3[CH:4]=[CH:5][C:6]([NH2:8])=[CH:7][C:2]=3[F:1])[CH2:12]2)[O:17][CH2:16][CH2:15]1. Procedure details: According to Method F, 7-(2-fluoro-4-nitro-phenyl)-1,4-dioxa-7-aza-spiro[4.4]nonane was reduced using Pd/C. In this way the product was obtained with molecular weight 238.26 (C12H15FN2O2); MS (ESI): 239 (M+H+).